Dataset: the Open Reaction Database (ORD), a public repository of structured organic reaction records. Task: describe an organic reaction: reactants, conditions, products, and yield Starting materials: OC1=CC=C(C2=COC3=C(C(=CC=C3C2=O)O)C)C=C1 (4′,7-dihydroxy-8-methylisoflavone), C(C)(=O)OC(C)=O (acetic anhydride), CC(=O)CC(=O)O (diacetate). Solvent: N1=CC=CC=C1 (pyridine). Reaction conditions: temperature 107.5 celsius. Yields the product C(C)(=O)OC1=CC=C(C2=COC3=C(C(=CC=C3C2=O)OC(C)=O)C)C=C1 (4′,7-diacetoxy-8-methylisoflavone). Isolated yield 84.0%. RXN SMILES: [OH:1][C:2]1[CH:20]=[CH:19][C:5]([C:6]2[C:15](=[O:16])[C:14]3[C:9](=[C:10]([CH3:18])[C:11]([OH:17])=[CH:12][CH:13]=3)[O:8][CH:7]=2)=[CH:4][CH:3]=1.[C:21](OC(=O)C)(=[O:23])[CH3:22].[CH3:28][C:29](CC(O)=O)=[O:30]>N1C=CC=CC=1>[C:21]([O:1][C:2]1[CH:20]=[CH:19][C:5]([C:6]2[C:15](=[O:16])[C:14]3[C:9](=[C:10]([CH3:18])[C:11]([O:17][C:29](=[O:30])[CH3:28])=[CH:12][CH:13]=3)[O:8][CH:7]=2)=[CH:4][CH:3]=1)(=[O:23])[CH3:22]. Reported procedure: A mixture of 4′,7-dihydroxy-8-methylisoflavone (2.9 g, 10.8 mmol), acetic anhydride (18 ml) and pyridine (3 ml) was heated on an oil bath at 105-110° C. for 1 h. After cooling the mixture to room temperature, it was stirred for a further 30 min during which time the diacetate crystallised from the solution. The product was filtered, washed thoroughly with water and recrystallised from ethyl acetate to yield 4′,7-diacetoxy-8-methylisoflavone as colourless prisms (3.2 g, 84%). 1H NMR (CDCl3): δ 2.... Reactants: [BH4-].[Na+] (Sodium borohydride), C(C)N1C2=C(N(C(C(C1=O)(C)C)=O)C)C=C(C=C2)C=O (1-ethyl-3,3,5-trimethyl-2,4-dioxo-2,3,4,5-tetrahydro-1H-benzo[b][1,4]diazepine-7-carbaldehyde), NCCN1C(C2=C(C=C1)OC(=C2)C)=O (5-(2-aminoethyl)-2-methyl-5H-furo[3,2-c]pyridin-4-one). Run in CO (methanol). Reaction conditions: time 8 hour. Yields the product C(C)N1C2=C(N(C(C(C1=O)(C)C)=O)C)C=C(C=C2)CNCCN2C(C1=C(C=C2)OC(=C1)C)=O (1-ethyl-3,3,5-trimethyl-7-{[2-(2-methyl-4-oxo-4H-furo[3,2-c]pyridin-5-yl)ethylamino]methyl}-1,5-dihydrobenzo[b][1,4]diazepine-2,4-dione). As a reaction SMILES: [BH4-].[Na+].[CH2:3]([N:5]1[C:11](=[O:12])[C:10]([CH3:14])([CH3:13])[C:9](=[O:15])[N:8]([CH3:16])[C:7]2[CH:17]=[C:18]([CH:21]=O)[CH:19]=[CH:20][C:6]1=2)[CH3:4].[NH2:23][CH2:24][CH2:25][N:26]1[CH:31]=[CH:30][C:29]2[O:32][C:33]([CH3:35])=[CH:34][C:28]=2[C:27]1=[O:36]>CO>[CH2:3]([N:5]1[C:11](=[O:12])[C:10]([CH3:14])([CH3:13])[C:9](=[O:15])[N:8]([CH3:16])[C:7]2[CH:17]=[C:18]([CH2:21][NH:23][CH2:24][CH2:25][N:26]3[CH:31]=[CH:30][C:29]4[O:32][C:33]([CH3:35])=[CH:34][C:28]=4[C:27]3=[O:36])[CH:19]=[CH:20][C:6]1=2)[CH3:4] |f:0.1|. Reported procedure: Sodium borohydride(0.15 g) was added to a methanol solution (150 ml) of 1-ethyl-3,3,5-trimethyl-2,4-dioxo-2,3,4,5-tetrahydro-1H-benzo[b][1,4]diazepine-7-carbaldehyde(1.1 g) and 5-(2-aminoethyl)-2-methyl-5H-furo[3,2-c]pyridin-4-one(1.0 g), and the mixture was stirred at room temperature overnight. The reaction liquid was filtered to remove insoluble matter, and the filtrate was condensed under reduced pressure. Reactants: CCC1c2nncn2-c2cnc(Cl)nc2N1C1CCCC1, [NH4+], [OH-]. Product: CCC1c2nncn2-c2cnc(N)nc2N1C1CCCC1. Reaction SMILES: [Cl:1][c:2]1[n:3][c:4]2[c:9]([cH:10][n:11]1)-[n:8]1[c:7]([n:14][n:13][cH:12]1)[CH:6]([CH2:15][CH3:16])[N:5]2[CH:17]1[CH2:18][CH2:19][CH2:20][CH2:21]1.[NH4+:22].[OH-:23]>>[c:2]1([NH2:22])[n:3][c:4]2[c:9]([cH:10][n:11]1)-[n:8]1[c:7]([n:14][n:13][cH:12]1)[CH:6]([CH2:15][CH3:16])[N:5]2[CH:17]1[CH2:18][CH2:19][CH2:20][CH2:21]1. Starting materials: Cc1ccsc1C=O, Cc1ccccc1, Cc1ccc(S(=O)(=O)O)cc1, Nc1ccccc1C=Cc1n[nH]c2ccccc12. Yields the product Cc1ccsc1C=Nc1ccccc1C=Cc1n[nH]c2ccccc12. Reaction SMILES: [CH3:19][c:20]1[c:21]([CH:25]=[O:26])[s:22][cH:23][cH:24]1.[CH3:38][c:39]1[cH:40][cH:41][cH:42][cH:43][cH:44]1.[c:27]1([CH3:28])[cH:29][cH:30][c:31]([S:32]([OH:33])(=[O:34])=[O:35])[cH:36][cH:37]1.[nH:1]1[n:2][c:3]([CH:10]=[CH:11][c:12]2[c:13]([NH2:18])[cH:14][cH:15][cH:16][cH:17]2)[c:4]2[cH:5][cH:6][cH:7][cH:8][c:9]12>>[nH:1]1[n:2][c:3]([CH:10]=[CH:11][c:12]2[c:13]([N:18]=[CH:25][c:21]3[c:20]([CH3:19])[cH:24][cH:23][s:22]3)[cH:14][cH:15][cH:16][cH:17]2)[c:4]2[cH:5][cH:6][cH:7][cH:8][c:9]12.